Dataset: the Open Reaction Database (ORD), a public repository of structured organic reaction records. Task: describe an organic reaction: reactants, conditions, products, and yield The reactants are CCO, O=C1c2ccccc2C(=O)N1Cc1cc(NC2CCCC2)c2[nH]c(C3=NC(CO)CS3)cc2c1, NN, O. Yields the product NCc1cc(NC2CCCC2)c2[nH]c(C3=NC(CO)CS3)cc2c1. As a reaction SMILES: [CH3:38][CH2:39][OH:40].[CH:1]1([NH:6][c:7]2[cH:8][c:9]([CH2:23][N:24]3[C:25](=[O:26])[c:27]4[c:28]([cH:29][cH:30][cH:31][cH:32]4)[C:33]3=[O:34])[cH:10][c:11]3[cH:12][c:13]([C:16]4=[N:20][CH:19]([CH2:21][OH:22])[CH2:18][S:17]4)[nH:14][c:15]23)[CH2:2][CH2:3][CH2:4][CH2:5]1.[NH2:36][NH2:37].[OH2:35]>>[CH:1]1([NH:6][c:7]2[cH:8][c:9]([CH2:23][NH2:24])[cH:10][c:11]3[cH:12][c:13]([C:16]4=[N:20][CH:19]([CH2:21][OH:22])[CH2:18][S:17]4)[nH:14][c:15]23)[CH2:2][CH2:3][CH2:4][CH2:5]1. The reactants are Cc1ccccc1, O=C(O)c1cccc(F)c1F, O=S(Cl)Cl. The product is O=C(Cl)c1cccc(F)c1F. As a reaction SMILES: [CH3:16][c:17]1[cH:18][cH:19][cH:20][cH:21][cH:22]1.[F:1][c:2]1[c:3]([C:4](=[O:5])[OH:6])[cH:7][cH:8][cH:9][c:10]1[F:11].[S:12]([Cl:13])([Cl:14])=[O:15]>>[F:1][c:2]1[c:3]([C:4](=[O:5])[Cl:14])[cH:7][cH:8][cH:9][c:10]1[F:11]. Starting materials: O.NN (hydrazine hydrate), CON=CCC1=C2C(C(=O)NC2=O)=CC=C1 ((2-(N-methoxyimino)ethyl]phthalimide), ClC1=C2NC=NC2=NC=N1 (6-chloropurine), C(C)N(C(C)C)C(C)C (ethyldiisopropylamine). The solvent is C(C)O (ethanol), CCOCC (ether). Run at time 1 hour. The product is CON=CCNC1=C2NC=NC2=NC=N1 (N6 -[2-(N-methoxyimino)ethyl]adenine). The yield is 2.0%. RXN SMILES: [CH3:1][O:2][N:3]=[CH:4][CH2:5]C1C=CC=C2C(NC(=O)C=12)=O.O.NN.Cl[C:21]1[N:29]=[CH:28][N:27]=[C:26]2[C:22]=1[NH:23][CH:24]=[N:25]2.C([N:32](C(C)C)C(C)C)C>C(O)C.CCOCC>[CH3:1][O:2][N:3]=[CH:4][CH2:5][NH:32][C:21]1[N:29]=[CH:28][N:27]=[C:26]2[C:22]=1[NH:23][CH:24]=[N:25]2 |f:1.2|. Procedure: 0.290 g (1.33 mmol) of N-[(2-(N-methoxyimino)ethyl]phthalimide was dissolved in 8 ml of ethanol and to the solution was added 77.7 μl (1.60 mmol) of hydrazine hydrate, followed by being refluxed for 5 hours. The reaction mixture was cooled to room temperature and then, 15 ml of ether was added thereto and the mixture was left to stand at 0° C. for 1 hour to sufficiently precipitate solids. The solids were removed by suction filtration and the filtrate was dried over sodium sulfate and concentrat... Reactants: O=C1OC2(CCN(C(=O)C3(c4ccc(Br)cc4)CC3)C2)c2ccccc21, CC(C)(C)P(C(C)(C)C)C(C)(C)C, CCCC[Sn](CCCC)(CCCC)c1ccncc1, [F-], [K+], O=C(C=Cc1ccccc1)C=Cc1ccccc1, C1CCOC1, O=C(C=Cc1ccccc1)C=Cc1ccccc1, O=C(C=Cc1ccccc1)C=Cc1ccccc1, [Pd], [Pd]. Product: O=C1OC2(CCN(C(=O)C3(c4ccc(-c5ccncc5)cc4)CC3)C2)c2ccccc21. As a reaction SMILES: [Br:1][c:2]1[cH:3][cH:4][c:5]([C:8]2([C:11](=[O:12])[N:13]3[CH2:14][C:15]4([O:16][C:17](=[O:24])[c:18]5[c:19]4[cH:20][cH:21][cH:22][cH:23]5)[CH2:25][CH2:26]3)[CH2:9][CH2:10]2)[cH:6][cH:7]1.[C:46]([P:47]([C:48]([CH3:49])([CH3:50])[CH3:51])[C:52]([CH3:53])([CH3:54])[CH3:55])([CH3:56])([CH3:57])[CH3:58].[CH2:27]([Sn:28]([CH2:29][CH2:30][CH2:31][CH3:38])([c:32]1[cH:33][cH:34][n:35][cH:36][cH:37]1)[CH2:39][CH2:40][CH2:41][CH3:42])[CH2:43][CH2:44][CH3:45].[F-:59].[K+:60].[O:104]=[C:105]([CH:106]=[CH:107][c:108]1[cH:109][cH:110][cH:111][cH:112][cH:113]1)[CH:114]=[CH:115][c:116]1[cH:117][cH:118][cH:119][cH:120][cH:121]1.[O:61]1[CH2:62][CH2:63][CH2:64][CH2:65]1.[O:68]=[C:69]([CH:70]=[CH:71][c:72]1[cH:73][cH:74][cH:75][cH:76][cH:77]1)[CH:78]=[CH:79][c:80]1[cH:81][cH:82][cH:83][cH:84][cH:85]1.[O:86]=[C:87]([CH:88]=[CH:89][c:90]1[cH:91][cH:92][cH:93][cH:94][cH:95]1)[CH:96]=[CH:97][c:98]1[cH:99][cH:100][cH:101][cH:102][cH:103]1.[Pd:66].[Pd:67]>>[c:2]1(-[c:32]2[cH:33][cH:34][n:35][cH:36][cH:37]2)[cH:3][cH:4][c:5]([C:8]2([C:11](=[O:12])[N:13]3[CH2:14][C:15]4([O:16][C:17](=[O:24])[c:18]5[c:19]4[cH:20][cH:21][cH:22][cH:23]5)[CH2:25][CH2:26]3)[CH2:9][CH2:10]2)[cH:6][cH:7]1. Yield: 123.7%. Starting materials: B(Br)(Br)Br (boron tribromide), NC1=NC=NC(=C1C#N)N[C@@H](C)C1=NC2=C(N1C1CC(C1)OCC1=CC=CC=C1)C=C(C=C2)F (4-amino-6-{(S)-1-[1-(3-benzyloxycyclobutyl)-6-fluoro-1H-benzoimidazol-2-yl]ethylamino}pyrimidine-5-carbonitrile), resultant mixture. Reaction conditions: temperature 0 celsius. Solvent: C(Cl)Cl (DCM). The product is NC1=NC=NC(=C1C#N)N[C@@H](C)C1=NC2=C(N1C1CC(C1)O)C=C(C=C2)F (4-amino-6-[[(1S)-1-[6-fluoro-1-(3-hydroxycyclobutyl)benzimidazol-2-yl]ethyl]amino]pyrimidine-5-carbonitrile). Procedure: A mixture of 4-amino-6-{(S)-1-[1-(3-benzyloxycyclobutyl)-6-fluoro-1H-benzoimidazol-2-yl]ethylamino}pyrimidine-5-carbonitrile (0.05 g, 0.11 mmol) in DCM (3 mL) was cooled to 0° C. To this mixture was added boron tribromide (0.22 mL, 0.22 mmol) dropwise and the resultant mixture stirred at RT for 2 h. The reaction mixture was quenched with MeOH (2 mL) and concentrated in vacuo. The resulting yellow solid was purified by column chromatography (Si—PCC, gradient 0-10% MeOH in DCM) to afford 404 as an... Reaction SMILES: [NH2:1][C:2]1[C:7]([C:8]#[N:9])=[C:6]([NH:10][C@H:11]([C:13]2[N:17]([CH:18]3[CH2:21][CH:20]([O:22]CC4C=CC=CC=4)[CH2:19]3)[C:16]3[CH:30]=[C:31]([F:34])[CH:32]=[CH:33][C:15]=3[N:14]=2)[CH3:12])[N:5]=[CH:4][N:3]=1.B(Br)(Br)Br>C(Cl)Cl>[NH2:1][C:2]1[C:7]([C:8]#[N:9])=[C:6]([NH:10][C@H:11]([C:13]2[N:17]([CH:18]3[CH2:21][CH:20]([OH:22])[CH2:19]3)[C:16]3[CH:30]=[C:31]([F:34])[CH:32]=[CH:33][C:15]=3[N:14]=2)[CH3:12])[N:5]=[CH:4][N:3]=1.